This data is from the Open Reaction Database (ORD), a public repository of structured organic reaction records. The task is: describe an organic reaction: reactants, conditions, products, and yield Reactants: ice, Cl (hydrochloric acid), C(C)(=O)C1=CC=C(C=CC(=O)O)C=C1 (4-acetylcinnamic acid), S(=O)(Cl)Cl (thionyl chloride), C(O)CN (ethanolamine). Solvent: C1=CC=CC=C1 (benzene), O1CCOCC1 (dioxane). Reaction conditions: time 1 hour. Yields the product OCCNC(C=CC1=CC=C(C=C1)C(C)=O)=O (N-(2-hydroxyethyl)-4-acetylcinnamamide). Reaction SMILES: [C:1]([C:4]1[CH:14]=[CH:13][C:7]([CH:8]=[CH:9][C:10]([OH:12])=O)=[CH:6][CH:5]=1)(=[O:3])[CH3:2].S(Cl)(Cl)=O.[CH2:19]([CH2:21][NH2:22])[OH:20].Cl>O1CCOCC1.C1C=CC=CC=1>[OH:20][CH2:19][CH2:21][NH:22][C:10](=[O:12])[CH:9]=[CH:8][C:7]1[CH:6]=[CH:5][C:4]([C:1](=[O:3])[CH3:2])=[CH:14][CH:13]=1. Reported procedure: A mixture of 9.5 g (0.05 mole) of 4-acetylcinnamic acid [obtained according to G. H. Cleland, J. Org. Chem., 34, 744 (1969)], of 30 g of thionyl chloride and 40 cc of benzene was brought to reflux for 20 minutes. The solution was concentrated dry under low pressure. The residual solid was dissolved in 100 cc of dioxane and the resulting solution was added, dropy by drop at a temperature of 20° C., to a solution of 9.3 g (0.15 mole) of ethanolamine in 50 cc of dioxane. The mixture was stirred for... Product: C(C)[C@@H]1C(N[C@@H](CO1)C1=CC=CC=C1)=O ((2R,5R)-2-Ethyl-5-phenylmorpholin-3-one). Solvent: C1CCOC1 (THF). Procedure details: To a solution of 2-chloro-N-[(1R)-2-hydroxy-1-phenylethyl]butanamide from Step A (2.75 g, 11.4 mmol) in THF (200 mL) at 0° C. was added NaH (983 mg of a 60% dispersion in oil, 24.6 mmol) and the mixture was stirred at ambient temperature for 18 h. Saturated aqueous NaHCO3 (20 mL) was added and the mixture was extracted with EtOAc (3×40 mL). The combined organic layers were dried over Na2SO4, filtered, and concentrated in vacuo. The crude product was purified by silica gel chromatography, eluting... RXN SMILES: Cl[CH:2]([CH2:15][CH3:16])[C:3]([NH:5][C@H:6]([C:9]1[CH:14]=[CH:13][CH:12]=[CH:11][CH:10]=1)[CH2:7][OH:8])=[O:4].[H-].[Na+].C([O-])(O)=O.[Na+]>C1COCC1>[CH2:15]([C@H:2]1[O:8][CH2:7][C@@H:6]([C:9]2[CH:14]=[CH:13][CH:12]=[CH:11][CH:10]=2)[NH:5][C:3]1=[O:4])[CH3:16] |f:1.2,3.4|. Reactants: ClC(C(=O)N[C@@H](CO)C1=CC=CC=C1)CC (2-Chloro-N-[(1R)-2-hydroxy-1-phenylethyl]butanamide), [H-].[Na+] (NaH), C(=O)(O)[O-].[Na+] (NaHCO3). Run at time 18 hour. Starting materials: C(C)(C)[C@H]1N(C(OC1)=O)C(CC)=O ((R)-4-isopropyl-3-propionyl-2-oxazolidinone), COC1=C(C(=C2C(OCC2=C1C)=O)OCOCCOC)CC=C(CCC(=O)O)C (6-(1,3-dihydro-6-methoxy-4-methoxyethoxymethoxy-7-methyl-3-oxoisobenzofuran-5-yl)-4-methyl-4-hexenoic acid), C(CCC)[Li] (n-butyllithium), C(C)(C)NC(C)C (diisopropylamine). Solvent: O1CCCC1 (tetrahydrofuran), O1CCCC1 (tetrahydrofuran), CCCCCC (hexane), O1CCCC1 (tetrahydrofuran). Conditions: temperature -78 celsius, time 20 minute. The product is COC1=C(C(=C2C(OCC2=C1C)=O)OCOCCOC)CCC(C[C@@H](C(=O)N1C(OC[C@H]1C(C)C)=O)C)C (3-[6-(1,3-dihydro-6-methoxy-4-methoxyethoxymethoxy-7-methyl-3-oxoisobenzofuran-5-yl)-2-(S),4-dimethylhexanoyl)-4-(R)-isopropyl-2-oxazolidinone). As a reaction SMILES: [CH2:1]([Li])CCC.C(NC(C)C)(C)C.[CH:13]([C@@H:16]1[CH2:20][O:19][C:18](=[O:21])[N:17]1[C:22](=[O:25])[CH2:23][CH3:24])([CH3:15])[CH3:14].[CH3:26][O:27][C:28]1[C:36]([CH3:37])=[C:35]2[C:31]([C:32](=[O:38])[O:33][CH2:34]2)=[C:30]([O:39][CH2:40][O:41][CH2:42][CH2:43][O:44][CH3:45])[C:29]=1[CH2:46][CH:47]=[C:48](C)[CH2:49]CC(O)=O>CCCCCC.O1CCCC1>[CH3:26][O:27][C:28]1[C:36]([CH3:37])=[C:35]2[C:31]([C:32](=[O:38])[O:33][CH2:34]2)=[C:30]([O:39][CH2:40][O:41][CH2:42][CH2:43][O:44][CH3:45])[C:29]=1[CH2:46][CH2:47][CH:48]([CH3:49])[CH2:24][C@H:23]([CH3:1])[C:22]([N:17]1[C@H:16]([CH:13]([CH3:15])[CH3:14])[CH2:20][O:19][C:18]1=[O:21])=[O:25]. Reported procedure: A solution of 1.38 molar n-butyllithium in hexane (11.8 ml) was added to diisopropylamine (2.45 ml) in tetrahydrofuran (50 ml) at -10° C. After 20 minutes, the solution was cooled to -78° C., and a solution of (R)-4-isopropyl-3-propionyl-2-oxazolidinone [prepared as described in J. Am. Chem. Soc., 103:2127 (1981)](3.23 g) in tetrahydrofuran (10 ml) was added. After 30 minutes (E) 4-(1,3-dihydro-6-methoxy-4-methoxyethoxymethoxy-7-methyl-3-oxoisobenzofuran-5-yl)-2-methylbut-2-enyl bromide (2.54 g)... The reactants are Cl (Hydrochloric acid), NC=1C(=CC(=C(C1)N1C(C=2C(C1=O)=CC=CC2)=O)F)Cl (N-(5-amino-4-chloro-2-fluorophenyl)phthalimide), C(C=C)(=O)O (acrylic acid), N(=O)OC(C)(C)C (t-butyl nitrite). Reagents/catalysts: [Cu](Cl)Cl (copper (II) chloride). Solvent: C(C)#N (acetonitrile). Product: ClC(C(=O)O)CC1=C(C=C(C(=C1)N1C(C=2C(C1=O)=CC=CC2)=O)F)Cl (2-Chloro-3-(2-chloro-4-fluoro-5-pthalimidophenyl)propionic Acid). RXN SMILES: [C:1]([OH:5])(=[O:4])[CH:2]=[CH2:3].N(OC(C)(C)C)=O.N[C:14]1[C:15]([Cl:32])=[CH:16][C:17]([F:31])=[C:18]([N:20]2[C:24](=[O:25])[C:23]3=[CH:26][CH:27]=[CH:28][CH:29]=[C:22]3[C:21]2=[O:30])[CH:19]=1.[ClH:33]>C(#N)C.[Cu](Cl)Cl>[Cl:33][CH:2]([CH2:3][C:14]1[CH:19]=[C:18]([N:20]2[C:24](=[O:25])[C:23]3=[CH:26][CH:27]=[CH:28][CH:29]=[C:22]3[C:21]2=[O:30])[C:17]([F:31])=[CH:16][C:15]=1[Cl:32])[C:1]([OH:5])=[O:4]. Procedure: In 200 ml of acetonitrile were dissolved 36.0 g of acrylic acid and 7.73 g of t-butyl nitrite, and 8.07 g of copper (II) chloride was added. Under stirring, 14.5 g of N-(5-amino-4-chloro-2-fluorophenyl)phthalimide was added thereto in small portions, followed by stirring at room temperature for 1.5 hours. 3N Hydrochloric acid was added to the reaction mixture. After stirring, the reaction mixture was extracted with ethyl acetate. The organic layer was washed successively with water and a saturat... Starting materials: CC1(OC(C(C(O1)=O)C(C1=CNC2=C(C=CC=C12)CSC)C1=CC=C(C=C1)C)=O)C (2,2-Dimethyl-5-[(4-methylphenyl){7-[(methylsulfanyl)methyl]-1H-indol-3-yl}methyl]-1,3-dioxane-4,6-dione). Reagents/catalysts: [Cu] (copper). Run in N1=CC=CC=C1 (pyridine), C(C)O (ethanol). Product: CC1=CC=C(C=C1)C(CC(=O)OCC)C1=CNC2=C(C=CC=C12)CSC (Ethyl 3-(4-methylphenyl)-3-{7-[(methylsulfanyl)methyl]-1H-indol-3-yl}propanoate). The yield is 67.7%. As a reaction SMILES: [CH3:1][C:2]1(C)OC(=O)[CH:5]([CH:9]([C:22]2[CH:27]=[CH:26][C:25]([CH3:28])=[CH:24][CH:23]=2)[C:10]2[C:18]3[C:13](=[C:14]([CH2:19][S:20][CH3:21])[CH:15]=[CH:16][CH:17]=3)[NH:12][CH:11]=2)[C:4](=[O:29])[O:3]1>N1C=CC=CC=1.C(O)C.[Cu]>[CH3:28][C:25]1[CH:26]=[CH:27][C:22]([CH:9]([C:10]2[C:18]3[C:13](=[C:14]([CH2:19][S:20][CH3:21])[CH:15]=[CH:16][CH:17]=3)[NH:12][CH:11]=2)[CH2:5][C:4]([O:3][CH2:2][CH3:1])=[O:29])=[CH:23][CH:24]=1. Procedure details: 6.5 mg (102 μmol) of copper powder were added to a solution of 4.34 g of the compound from Example 94A in 75 ml of pyridine and 20 ml of ethanol. The reaction mixture was heated under reflux for 1 h. It was concentrated, and the crude product was purified by flash chromatography on silica gel (mobile phase: toluene/ethyl acetate gradient) to result in 2.55 g of the title compound.